Dataset: the Open Reaction Database (ORD), a public repository of structured organic reaction records. Task: describe an organic reaction: reactants, conditions, products, and yield The reactants are CCOC(=O)c1ccc[nH]1, O=C(Cl)c1cccnc1Cl, Cl[Sn](Cl)(Cl)Cl, c1ccccc1. As a reaction SMILES: [CH2:16]([CH3:17])[O:18][C:19](=[O:20])[c:21]1[nH:22][cH:23][cH:24][cH:25]1.[Cl:6][c:7]1[c:8]([C:9](=[O:10])[Cl:11])[cH:12][cH:13][cH:14][n:15]1.[Sn:1]([Cl:2])([Cl:3])([Cl:4])[Cl:5].[cH:26]1[cH:27][cH:28][cH:29][cH:30][cH:31]1>>[Cl:6][c:7]1[c:8]([C:9](=[O:10])[c:23]2[nH:22][c:21]([C:19]([O:18][CH2:16][CH3:17])=[O:20])[cH:25][cH:24]2)[cH:12][cH:13][cH:14][n:15]1. The product is CCOC(=O)c1ccc(C(=O)c2cccnc2Cl)[nH]1. The reactants are C(C(C)C)[Mg]Cl (isobutylmagnesium chloride), C(=O)(O)C1=CC=C(C=O)C=C1 (4-Carboxybenzaldehyde), S(O)(O)(=O)=O (sulfuric acid). Run in O (water), O1CCCC1 (tetrahydrofuran). Run at temperature 0 celsius, time 2 hour. The product is CC(/C=C/C1=CC=C(C(=O)O)C=C1)C ((E)-4-(3-methylbut-1-enyl)benzoic acid). The yield is 75.0%. Reaction SMILES: [C:1]([C:4]1[CH:11]=[CH:10][C:7]([CH:8]=O)=[CH:6][CH:5]=1)([OH:3])=[O:2].[CH2:12]([Mg]Cl)[CH:13]([CH3:15])[CH3:14].S(=O)(=O)(O)O>O1CCCC1.O>[CH3:12][CH:13]([CH3:15])/[CH:14]=[CH:8]/[C:7]1[CH:10]=[CH:11][C:4]([C:1]([OH:3])=[O:2])=[CH:5][CH:6]=1. Reported procedure: 4-Carboxybenzaldehyde (1.0 g, 6.66 mmol) was dissolved in anhydrous tetrahydrofuran (50 mL) and cooled to 0° C. To the mixture was added isobutylmagnesium chloride (16 mL, 32 mmol, 2.0 M solution in THF). The reaction mixture was warmed to room temperature and stirred for 2 hours. The solution was acidified with 50% sulfuric acid in water and the THF was removed under vacuum. The aqueous phase was extracted twice with dichloromethane. The combined organic layers were washed with brine, dried (Mg... Starting materials: BrCCCCC1=C2C(C(=O)NC2=O)=CC=C1 (bromobutylphthalimide), CNCC#C (N-methyl-N-propargyl amine), C([O-])([O-])=O.[K+].[K+] (potassium carbonate), C1(=CC=CC=C1)C (toluene). Run at time 8 hour. Product: CN(CCCCN1C(C2=CC=CC=C2C1=O)=O)CC#C (2-[4-(Methyl-prop-2-ynyl-amino)-butyl]-isoindole-1,3-dione). As a reaction SMILES: BrCCCC[C:6]1[CH:16]=[CH:15][CH:14]=[C:8]2[C:9]([NH:11][C:12](=[O:13])[C:7]=12)=[O:10].[CH3:17][NH:18][CH2:19][C:20]#[CH:21].C(=O)([O-])[O-].[K+].[K+].[C:28]1([CH3:34])[CH:33]=[CH:32]C=CC=1>>[CH3:17][N:18]([CH2:19][C:20]#[CH:21])[CH2:32][CH2:33][CH2:28][CH2:34][N:11]1[C:12](=[O:13])[C:7]2[C:8](=[CH:14][CH:15]=[CH:16][CH:6]=2)[C:9]1=[O:10] |f:2.3.4|. Reported procedure: A mixture of bromobutylphthalimide (31.98 g, 0.113 mol), N-methyl-N-propargyl amine (8.19 g, 10 ml, 0.119 mol), potassium carbonate (23.39 g, 0.170 mol), and toluene (140 ml) was refluxed for 8 hours followed by overnight stirring at ambient temperature. The insoluble material was filtered off and washed with toluene. The flitrate and washings are evaporated to dryness, and the residue is purified by flash chromatography (Merck 60 silica gel, step gradient from 0-5% methanol in CH2Cl2). The pure...